Dataset: the Open Reaction Database (ORD), a public repository of structured organic reaction records. Task: describe an organic reaction: reactants, conditions, products, and yield Starting materials: CCN(C(C)C)C(C)C, CCc1cnc(Cl)nc1, NCCc1ccc(O)cc1, CN(C)C=O. The product is CCc1cnc(NCCc2ccc(O)cc2)nc1. As a reaction SMILES: [CH:11]([N:12]([CH:13]([CH3:14])[CH3:15])[CH2:16][CH3:17])([CH3:18])[CH3:19].[Cl:20][c:21]1[n:22][cH:23][c:24]([CH2:27][CH3:28])[cH:25][n:26]1.[NH2:1][CH2:2][CH2:3][c:4]1[cH:5][cH:6][c:7]([OH:8])[cH:9][cH:10]1.[O:29]=[CH:30][N:31]([CH3:32])[CH3:33]>>[NH:1]([CH2:2][CH2:3][c:4]1[cH:5][cH:6][c:7]([OH:8])[cH:9][cH:10]1)[c:21]1[n:22][cH:23][c:24]([CH2:27][CH3:28])[cH:25][n:26]1. Starting materials: ClC=1C=CC(=C(C(=O)N2CCCC2)C1)N1C=CC=C1 (N-[5-chloro-2-(pyrrol-1-yl)benzoyl]pyrrolidine). Solvent: P(=O)(Cl)(Cl)Cl (phosphorus oxychloride). Yields the product ClC1=CC=2C(C=3N(C2C=C1)C=CC3)=O (7-Chloropyrrolo[1,2-a]indol-9-one). Yield: 28.0%. RXN SMILES: [Cl:1][C:2]1[CH:3]=[CH:4][C:5]([N:15]2[CH:19]=[CH:18][CH:17]=[CH:16]2)=[C:6]([CH:14]=1)[C:7](N1CCCC1)=[O:8]>P(Cl)(Cl)(Cl)=O>[Cl:1][C:2]1[CH:3]=[CH:4][C:5]2[N:15]3[CH:16]=[CH:17][CH:18]=[C:19]3[C:7](=[O:8])[C:6]=2[CH:14]=1. Procedure details: A solution of 8.5 g (30.9 mmol) of N-[5-chloro-2-(pyrrol-1-yl)benzoyl]pyrrolidine (Preparation 23) in 70 ml of phosphorus oxychloride is heated at 100° C. for 35 minutes. After cooling, the precipitate formed is isolated by filtration, washed with petroleum ether to remove excess phosphorus oxychloride, and then redissolved in 30 ml of water. The aqueous solution is rendered alkaline by the dropwise addition of 10% sodium hydroxide solution and the precipitate formed is filtered and extracted wi... Starting materials: C(C)OC(CC(=O)NC1=C(C(=C(C(=C1)Br)OC1=CC(=C(C(=C1)C(C)C)O)C)Br)C(F)(F)F)=O (N-[3,5-dibromo-4-[4-hydroxy-5-isopropyl-3-methylphenoxy]-2-trifluoromethyl-phenyl]malonamic acid ethyl ester), [Li+].[OH-] (LiOH), Cl (HCl). The solvent is C1CCOC1 (THF). Reaction conditions: time 1 hour. Product: BrC=1C(=C(C=C(C1OC1=CC(=C(C(=C1)C(C)C)O)C)Br)NC(CC(=O)O)=O)C(F)(F)F (N-[3,5-dibromo-4-[4-hydroxy-5-isopropyl-3-methylphenoxy]-2-trifluoromethylphenyl]malonamic acid). Yield: 42.0%. As a reaction SMILES: C([O:3][C:4](=[O:33])[CH2:5][C:6]([NH:8][C:9]1[CH:14]=[C:13]([Br:15])[C:12]([O:16][C:17]2[CH:22]=[C:21]([CH:23]([CH3:25])[CH3:24])[C:20]([OH:26])=[C:19]([CH3:27])[CH:18]=2)=[C:11]([Br:28])[C:10]=1[C:29]([F:32])([F:31])[F:30])=[O:7])C.[Li+].[OH-].Cl>C1COCC1>[Br:28][C:11]1[C:10]([C:29]([F:32])([F:30])[F:31])=[C:9]([NH:8][C:6](=[O:7])[CH2:5][C:4]([OH:33])=[O:3])[CH:14]=[C:13]([Br:15])[C:12]=1[O:16][C:17]1[CH:22]=[C:21]([CH:23]([CH3:24])[CH3:25])[C:20]([OH:26])=[C:19]([CH3:27])[CH:18]=1 |f:1.2|. Procedure details: To a stirred solution of compound N-[3,5-dibromo-4-[4-hydroxy-5-isopropyl-3-methylphenoxy]-2-trifluoromethyl-phenyl]malonamic acid ethyl ester of Part 11 G (15 mg, 0.027 mmol) in THF (0.5 mL) was added LiOH (0.25 mL, 1N). After 1 hour stirring the pH of reaction was adjusted to 1 by 1N HCl and the organic phase was removed in vacuo. The resulting mixture was extracted with EtOAc (3×3 mL) and the combined organic phases were dried over Na2SO4 before concentration in vacuo. The residue was purifie... Starting materials: C(C)(C)(C)OC(N(C)C1=CC=C2C(=CN(C2=C1)CC1=NC=CC=C1)SC1=C(C=CC=C1)C#N)=O ([3-(2-cyano-phenylsulfanyl)-1-pyridin-2-ylmethyl-1H-indol-6-yl]-methyl-carbamic acid tert-butyl ester). Run in C1(=CC=CC=C1)C.CC(=O)C (toluene acetone). The product is CNC1=CC=C2C(=CN(C2=C1)CC1=NC=CC=C1)SC1=C(C#N)C=CC=C1 (2-(6-Methylamino-1-pyridin-2-ylmethyl-1H-indol-3-ylsulfanyl)-benzonitrile). As a reaction SMILES: C(O[C:6](=O)[N:7]([C:9]1[CH:17]=[C:16]2[C:12]([C:13]([S:25][C:26]3[CH:31]=[CH:30][CH:29]=[CH:28][C:27]=3[C:32]#[N:33])=[CH:14][N:15]2[CH2:18][C:19]2[CH:24]=[CH:23][CH:22]=[CH:21][N:20]=2)=[CH:11][CH:10]=1)C)(C)(C)C>C1(C)C=CC=CC=1.CC(C)=O>[CH3:6][NH:7][C:9]1[CH:17]=[C:16]2[C:12]([C:13]([S:25][C:26]3[CH:31]=[CH:30][CH:29]=[CH:28][C:27]=3[C:32]#[N:33])=[CH:14][N:15]2[CH2:18][C:19]2[CH:24]=[CH:23][CH:22]=[CH:21][N:20]=2)=[CH:11][CH:10]=1 |f:1.2|. Procedure: v)—Following a procedure analogous to that described under step i of Example 2, the product obtained in the previous step (0.150 g, 0.33 mmol) was methylated to give, after column chromatography (toluene/acetone 8:2), [3-(2-cyano-phenylsulfanyl)-1-pyridin-2-ylmethyl-1H-indol-6-yl]-methyl-carbamic acid tert-butyl ester (0.044 g). RXN SMILES: [C:1]([O:2][C:3](=[O:4])[N:8]1[CH:9]2[CH2:10][N:11]([C:15](=[O:16])[c:17]3[cH:18][cH:19][c:20](-[c:23]4[cH:24][c:25]([Cl:43])[c:26]([CH2:30][CH:31]5[C:32](=[O:42])[N:33]([CH:36]6[CH2:37][CH2:38][CH2:39][CH2:40][CH2:41]6)[CH2:34][CH2:35]5)[c:27]([Cl:29])[cH:28]4)[cH:21][cH:22]3)[CH:12]([CH2:13]1)[CH2:14]2)([CH3:5])([CH3:6])[CH3:7].[Cl:51][CH2:52][Cl:53].[OH:44][C:45]([C:46]([F:47])([F:48])[F:49])=[O:50]>>[NH:8]1[CH:9]2[CH2:10][N:11]([C:15](=[O:16])[c:17]3[cH:18][cH:19][c:20](-[c:23]4[cH:24][c:25]([Cl:43])[c:26]([CH2:30][CH:31]5[C:32](=[O:42])[N:33]([CH:36]6[CH2:37][CH2:38][CH2:39][CH2:40][CH2:41]6)[CH2:34][CH2:35]5)[c:27]([Cl:29])[cH:28]4)[cH:21][cH:22]3)[CH:12]([CH2:13]1)[CH2:14]2. Product: O=C(c1ccc(-c2cc(Cl)c(CC3CCN(C4CCCCC4)C3=O)c(Cl)c2)cc1)N1CC2CC1CN2. The reactants are CC(C)(C)OC(=O)N1CC2CC1CN2C(=O)c1ccc(-c2cc(Cl)c(CC3CCN(C4CCCCC4)C3=O)c(Cl)c2)cc1, ClCCl, O=C(O)C(F)(F)F. The reactants are C1CCOC1, COC(=O)C(C)(C)c1ccc([N+](=O)[O-])nc1, [H][H]. Product: COC(=O)C(C)(C)c1ccc(N)nc1. As a reaction SMILES: [CH2:19]1[O:20][CH2:21][CH2:22][CH2:23]1.[CH3:1][O:2][C:3]([C:4]([CH3:5])([c:6]1[cH:7][n:8][c:9]([N+:12]([O-:13])=[O:14])[cH:10][cH:11]1)[CH3:15])=[O:16].[H:17][H:18]>>[CH3:1][O:2][C:3]([C:4]([CH3:5])([c:6]1[cH:7][n:8][c:9]([NH2:12])[cH:10][cH:11]1)[CH3:15])=[O:16].